Dataset: the Open Reaction Database (ORD), a public repository of structured organic reaction records. Task: describe an organic reaction: reactants, conditions, products, and yield Starting materials: COC(C)(C)C, CO, Cl, c1ccc(-c2ncc(-c3ccnn3C3CCCCO3)cn2)cc1. Yields the product Cl, c1ccc(-c2ncc(-c3cc[nH]n3)cn2)cc1. As a reaction SMILES: [C:25]([O:26][CH3:27])([CH3:28])([CH3:29])[CH3:30].[CH3:31][OH:32].[ClH:24].[c:1]1(-[c:7]2[n:8][cH:9][c:10](-[c:13]3[cH:14][cH:15][n:16][n:17]3[CH:18]3[CH2:19][CH2:20][CH2:21][CH2:22][O:23]3)[cH:11][n:12]2)[cH:2][cH:3][cH:4][cH:5][cH:6]1>>[ClH:24].[c:1]1(-[c:7]2[n:8][cH:9][c:10](-[c:13]3[cH:14][cH:15][nH:16][n:17]3)[cH:11][n:12]2)[cH:2][cH:3][cH:4][cH:5][cH:6]1. Starting materials: N#Cc1ccc(Br)cn1, CCO, Cl, NO, [Na+], [OH-]. The product is NC(=NO)c1ccc(Br)cn1. RXN SMILES: [Br:1][c:2]1[cH:3][cH:4][c:5]([C:8]#[N:9])[n:6][cH:7]1.[CH3:15][CH2:16][OH:17].[ClH:14].[NH2:12][OH:13].[Na+:11].[OH-:10]>>[Br:1][c:2]1[cH:3][cH:4][c:5]([C:8]([NH2:9])=[N:12][OH:10])[n:6][cH:7]1. The reactants are FC=1C(=C(C(N(C1C)C)=O)C(=O)OCC)O (ethyl 5-fluoro-1,6-dimethyl-4-hydroxy-2-oxo-1,2-dihydropyridine-3-carboxylate), NC=1N=NC(=CC1)Cl (3-amino-6-chloropyridazine), BrC1=CC=CC=C1 (bromobenzene), C(Cl)(Cl)Cl (chloroform). The solvent is CO (methanol). Conditions: temperature 160 celsius, time 4 hour. Yields the product ClC1=CC=C(N=N1)NC(=O)C=1C(N(C(=C(C1O)F)C)C)=O (N-(6-chloro-3-pyridazinyl)-5-fluoro-1,6-dimethyl-4-hydroxy-2-oxo-1,2-dihydropyridine-3-carboxamide). The yield is 66.4%. As a reaction SMILES: [F:1][C:2]1[C:3]([OH:16])=[C:4]([C:11]([O:13]CC)=O)[C:5](=[O:10])[N:6]([CH3:9])[C:7]=1[CH3:8].[NH2:17][C:18]1[N:19]=[N:20][C:21]([Cl:24])=[CH:22][CH:23]=1.BrC1C=CC=CC=1.C(Cl)(Cl)Cl>CO>[Cl:24][C:21]1[N:20]=[N:19][C:18]([NH:17][C:11]([C:4]2[C:5](=[O:10])[N:6]([CH3:9])[C:7]([CH3:8])=[C:2]([F:1])[C:3]=2[OH:16])=[O:13])=[CH:23][CH:22]=1. Procedure: 600 mg of ethyl 5-fluoro-1,6-dimethyl-4-hydroxy-2-oxo-1,2-dihydropyridine-3-carboxylate and 194 mg of 3-amino-6-chloropyridazine were added to 5 ml of bromobenzene, and the mixture was stirred at 160° C. for 4 hours. The reaction mixture was cooled to room temperature, and subjected to silica gel chromatography (chloroform:methanol=20:1). The resulting crude product was washed with a mixture of t-butyl methyl ether and n-hexane, and dried to obtain 311 mg of N-(6-chloro-3-pyridazinyl)-5-fluoro-1...